Dataset: the Open Reaction Database (ORD), a public repository of structured organic reaction records. Task: describe an organic reaction: reactants, conditions, products, and yield Starting materials: C(CCCCC)N1N=NC(=C1)CCC (1-hexyl-4-propyl-1H-1,2,3-triazole), IC (iodomethane), IC (iodomethane). Run at temperature 40 celsius. The product is [I-].C(CCCCC)N1N=[N+](C(=C1)CCC)C (1-hexyl-3-methyl-4-propyl-1H-1,2,3-triazol-3-ium iodide). RXN SMILES: [CH2:1]([N:7]1[CH:11]=[C:10]([CH2:12][CH2:13][CH3:14])[N:9]=[N:8]1)[CH2:2][CH2:3][CH2:4][CH2:5][CH3:6].[I:15][CH3:16]>>[I-:15].[CH2:1]([N:7]1[CH:11]=[C:10]([CH2:12][CH2:13][CH3:14])[N+:9]([CH3:16])=[N:8]1)[CH2:2][CH2:3][CH2:4][CH2:5][CH3:6] |f:2.3|. Procedure: 1-hexyl-4-propyl-1H-1,2,3-triazole and excess iodomethane were added to a 20 mL vial. The reaction was heated at 40° C. for 3 days. The iodomethane was allowed to evaporate in the hood. The following structure of 1-hexyl-3-methyl-4-propyl-1H-1,2,3-triazol-3-ium iodide was confirmed: Starting materials: CC(C)(C)OC(=O)N1C2CCC(C2)C1C(=O)Nc1cccc(C(F)(F)F)c1, [H-], [Na+], C1CCOC1, NOP(=O)(c1ccccc1)c1ccccc1. Product: CC(C)(C)OC(=O)N1C2CCC(C2)C1C(=O)N(N)c1cccc(C(F)(F)F)c1. RXN SMILES: [CH3:1][C:2]([CH3:3])([CH3:4])[O:5][C:6](=[O:7])[N:8]1[CH:9]2[CH2:10][CH2:11][CH:12]([CH:13]1[C:14](=[O:15])[NH:16][c:17]1[cH:18][c:19]([C:23]([F:24])([F:25])[F:26])[cH:20][cH:21][cH:22]1)[CH2:27]2.[H-:28].[Na+:29].[O:46]1[CH2:47][CH2:48][CH2:49][CH2:50]1.[c:30]1([P:31]([c:32]2[cH:33][cH:34][cH:35][cH:36][cH:37]2)([O:38][NH2:39])=[O:40])[cH:41][cH:42][cH:43][cH:44][cH:45]1>>[CH3:1][C:2]([CH3:3])([CH3:4])[O:5][C:6](=[O:7])[N:8]1[CH:9]2[CH2:10][CH2:11][CH:12]([CH:13]1[C:14](=[O:15])[N:16]([c:17]1[cH:18][c:19]([C:23]([F:24])([F:25])[F:26])[cH:20][cH:21][cH:22]1)[NH2:39])[CH2:27]2. The reactants are N1C=CC=2C(=CC=CC12)C(=O)OC (methyl 1H-indole-4-carboxylate), C(C)(=O)OCC[N+](=O)[O-] (2-nitroethyl acetate), C(C)(C)(C)C=1C=C(C(O)=CC1)O (4-tert-butylcatechol). Solvent: C=1(C(=CC=CC1)C)C (xylene). Product: [N+](=O)([O-])CCC1=CNC=2C=CC=C(C12)C(=O)OC (Methyl 3-(2-Nitroethyl)-1H-indole-4-carboxylate). Yield: 79.0%. Reaction SMILES: [NH:1]1[C:9]2[CH:8]=[CH:7][CH:6]=[C:5]([C:10]([O:12][CH3:13])=[O:11])[C:4]=2[CH:3]=[CH:2]1.C(O[CH2:18][CH2:19][N+:20]([O-:22])=[O:21])(=O)C.C(C1C=C(O)C(=CC=1)O)(C)(C)C>C1(C)C(C)=CC=CC=1>[N+:20]([CH2:19][CH2:18][C:3]1[C:4]2[C:5]([C:10]([O:12][CH3:13])=[O:11])=[CH:6][CH:7]=[CH:8][C:9]=2[NH:1][CH:2]=1)([O-:22])=[O:21]. Procedure: A solution of methyl 1H-indole-4-carboxylate (7.34 g, 41.9 mmol), 2-nitroethyl acetate (6.90 g, 51.9 mmol) and 4-tert-butylcatechol (0.026 g, 0.16 mmol) in xylene (50 mL) was refluxed for 6 hrs. The solvent was evaporated under reduced pressure to give a residual dark oily raw product that was purified by short column chromatography on silica using ethyl acetate-light petroleum as eluent. The product was obtained as yellowish solid material in 79% yield. Mp: 103° C. MS m/z 249 [M+H]+. Reactants: C(C1=CC=CC=C1)=O (benzaldehyde), FC1=CC=C(C=O)C=C1 (p-fluorobenzaldehyde), FC1=CC=C(C=C1)N1C=C(C(C2=CC(=C(C=C12)N1CC(CC1)N)F)=O)C(=O)O (1-p-fluorophenyl-6-fluoro-1,4-dihydro-4-oxo-7-(3-amino-1-pyrrolidinyl)-quinoline-3-carboxylic acid). Product: FC1=CC=C(C=C1)N1C=C(C(C2=CC(=C(C=C12)N1CC(CC1)N=CC1=CC=C(C=C1)C)F)=O)C(=O)O (1-p-fluorophenyl-6-fluoro-1,4-dihydro-4-oxo-7-(3-(4-methylbenzylidene)amino-1-pyrrolidinyl)-quinoline-3-carboxylic acid). Reaction SMILES: [CH:1](=O)[C:2]1[CH:7]=[CH:6][CH:5]=[CH:4][CH:3]=1.F[C:10]1C=CC(C=O)=CC=1.[F:18][C:19]1[CH:24]=[CH:23][C:22]([N:25]2[C:34]3[C:29](=[CH:30][C:31]([F:41])=[C:32]([N:35]4[CH2:39][CH2:38][CH:37]([NH2:40])[CH2:36]4)[CH:33]=3)[C:28](=[O:42])[C:27]([C:43]([OH:45])=[O:44])=[CH:26]2)=[CH:21][CH:20]=1>>[F:18][C:19]1[CH:24]=[CH:23][C:22]([N:25]2[C:34]3[C:29](=[CH:30][C:31]([F:41])=[C:32]([N:35]4[CH2:39][CH2:38][CH:37]([N:40]=[CH:1][C:2]5[CH:7]=[CH:6][C:5]([CH3:10])=[CH:4][CH:3]=5)[CH2:36]4)[CH:33]=3)[C:28](=[O:42])[C:27]([C:43]([OH:45])=[O:44])=[CH:26]2)=[CH:21][CH:20]=1. Procedure details: In the described fashion of Example 1 replacing benzaldehyde with p-fluorobenzaldehyde and using the acid (1) (R=o,p-difluorophenyl) described in Example 7, one obtains 1-o,p-difluorophenyl-6-fluoro-1,4-dihydro-4-oxo-7-(3(p-fluorobenzylidene)amino-1-pyrrolidinyl)-quinoline-3-carboxylic acid (3) (R=o,p-difluorophenyl, Z=p-fluorophenyl). Starting materials: [N+](=O)([O-])C=1C=C(C=CC1)NC(C1=CC(=CC=C1)C(F)(F)F)=O (N-(3-nitrophenyl)-3-(trifluoromethyl)benzamide), solution. The solvent is O1CCCC1 (tetrahydrofuran). The product is NC=1C=C(C=CC1)NC(C1=CC(=CC=C1)C(F)(F)F)=O (N-(3-aminophenyl)-3-(trifluoromethyl)benzamide). Yield: 65.7%. Reaction SMILES: [N+:1]([C:4]1[CH:5]=[C:6]([NH:10][C:11](=[O:22])[C:12]2[CH:17]=[CH:16][CH:15]=[C:14]([C:18]([F:21])([F:20])[F:19])[CH:13]=2)[CH:7]=[CH:8][CH:9]=1)([O-])=O>O1CCCC1>[NH2:1][C:4]1[CH:5]=[C:6]([NH:10][C:11](=[O:22])[C:12]2[CH:17]=[CH:16][CH:15]=[C:14]([C:18]([F:19])([F:20])[F:21])[CH:13]=2)[CH:7]=[CH:8][CH:9]=1. Reported procedure: To a solution of N-(3-nitrophenyl)-3-(trifluoromethyl)benzamide (30.0 g, 96.7 mmol) in tetrahydrofuran (300 mL) was slowly added with heating under reflux aqueous sodium hydrosulfite (97.8 g, 562 mmol) solution (500 mL), and the obtained two-layer solution was vigorously stirred with heating under reflux for 2 days. After cooling the reaction solution to room temperature, the aqueous layer was separated and extracted with ethyl acetate (150 mL×2). The organic layer separated earlier was diluted ... Solvent: CN(C=O)C (N,N-dimethylformamide), CN(C=O)C (N,N-dimethylformamide). Isolated yield 88.4%. Product: C1(=CC=CC=C1)OC[C@H]1CO1 ((R)-(-)-3-(Phenyloxy)-1,2-epoxypropane). Reaction SMILES: [C:1]1([OH:7])[CH:6]=[CH:5][CH:4]=[CH:3][CH:2]=1.[H-].[Na+].[CH2:10]1[O:12][C@@H:11]1[CH2:13]OS(C1C=C([N+]([O-])=O)C=CC=1)(=O)=O.O>CN(C)C=O>[C:1]1([O:7][CH2:13][C@@H:11]2[O:12][CH2:10]2)[CH:6]=[CH:5][CH:4]=[CH:3][CH:2]=1 |f:1.2|. Reaction conditions: temperature 60 celsius, time 1 hour. Procedure: To a solution of phenol (336 mg) in anhydrous N,N-dimethylformamide (16 mL) was added sodium hydride (60% in mineral oil, 190 mg). The mixture was stirred for 1 h and (2S)-(+)-glycidyl 3-nitrobenzene sulfonate (1.0 g) in N,N-dimethylformamide (5 mL) was added. The mixture was heated to 60° C. and stirred for 30 min. The reaction was allowed to cool to room temperature, water (100 mL) was added and the mixture was extracted with 2:1 hexane:ethyl acetate (2 times 40 mL). The combined organic layer... Reactants: C1(=CC=CC=C1)O (phenol), [H-].[Na+] (sodium hydride), C1[C@H](O1)COS(=O)(=O)C2=CC=CC(=C2)[N+](=O)[O-] ((2S)-(+)-glycidyl 3-nitrobenzene sulfonate), O (water).